From a dataset of the Open Reaction Database (ORD), a public repository of structured organic reaction records. describe an organic reaction: reactants, conditions, products, and yield The reactants are [C-]#N.[Na+] (sodium cyanide), C(C)C(CC=O)C(C)[N+](=O)[O-] (3-ethyl-4-nitro-pentanal), Cl (hydrochloric acid). Run in CCOCC (ether), CCOCC (ether). The product is C(C)C(CC(C#N)O)C(C)[N+](=O)[O-] (4-ethyl-2-hydroxy-5-nitro-hexanenitrile). The yield is 92.3%. RXN SMILES: [C-:1]#[N:2].[Na+].[CH2:4]([CH:6]([CH:10]([N+:12]([O-:14])=[O:13])[CH3:11])[CH2:7][CH:8]=[O:9])[CH3:5].Cl>CCOCC>[CH2:4]([CH:6]([CH:10]([N+:12]([O-:14])=[O:13])[CH3:11])[CH2:7][CH:8]([OH:9])[C:1]#[N:2])[CH3:5] |f:0.1|. Reported procedure: To a suspension of sodium cyanide (4.5 g) and 3-ethyl-4-nitro-pentanal (7.5 g) in ether (50 ml) was added conc. hydrochloric acid (7.5 ml) at 0° C. with stirring. The resulting mixture was stirred at 0° C. for an hour, diluted with ether, washed successively with water and brine, dried over magnesium sulfate, and then evaporated to dryness in vacuo to give 4-ethyl-2-hydroxy-5-nitro-hexanenitrile (8.1 g).